From a dataset of the Open Reaction Database (ORD), a public repository of structured organic reaction records. describe an organic reaction: reactants, conditions, products, and yield Reactants: N1=C(C=NC=C1)C(=O)NCCCSC1=CC=NC=C1 (4-[3-(2-pyrazinecarbonylamino)propylthio]pyridine), Cl.CO (hydrochloric acid methanol). Solvent: CO (methanol). Conditions: time 2 hour. Yields the product Cl.Cl.N1=C(C=NC=C1)C(=O)NCCCSC1=CC=NC=C1 (4-[3-(2-pyrazinecarbonylamino)propylthio]pyridine dihydrochloride). Yield: 85.6%. As a reaction SMILES: [N:1]1[CH:6]=[CH:5][N:4]=[CH:3][C:2]=1[C:7]([NH:9][CH2:10][CH2:11][CH2:12][S:13][C:14]1[CH:19]=[CH:18][N:17]=[CH:16][CH:15]=1)=[O:8].[ClH:20].CO>CO>[ClH:20].[ClH:20].[N:1]1[CH:6]=[CH:5][N:4]=[CH:3][C:2]=1[C:7]([NH:9][CH2:10][CH2:11][CH2:12][S:13][C:14]1[CH:15]=[CH:16][N:17]=[CH:18][CH:19]=1)=[O:8] |f:1.2,4.5.6|. Procedure details: To a solution of 704.5 mg (2.57 mmol) of 4-[3-(2-pyrazinecarbonylamino)propylthio]pyridine in 30 ml of methanol, 70 ml of 10% hydrochloric acid-methanol was added, and the mixture was stirred at room temperature for 2 hours. The solvent was distilled off and the residue was purified by recrystallization (solvent: ethanol-ether) to give 842.4 mg of the desired compound (85.6% yield, pale yellow crystals).